From a dataset of the Open Reaction Database (ORD), a public repository of structured organic reaction records. describe an organic reaction: reactants, conditions, products, and yield Starting materials: ClC1=CC=CC2=C1C(N(CC=1N2C=NC1I)C)=O (7-chloro-4,5-dihydro-3-iodo-5-methyl-6H-imidazo[1,5-a][1,4]benzodiazepin-6-one), C1(CC1)C#C (cyclopropylacetylene). The reagents and catalysts are Cl[Pd]([P](C1=CC=CC=C1)(C2=CC=CC=C2)C3=CC=CC=C3)([P](C4=CC=CC=C4)(C5=CC=CC=C5)C6=CC=CC=C6)Cl (bis-(triphenylphosphine)-palladium(II) dichloride), [Cu]I (copper(I) iodide). The solvent is C(C)NCC (diethylamine), C(CCl)Cl (ethylene chloride). The product is ClC1=CC=CC2=C1C(N(CC=1N2C=NC1C#CC1CC1)C)=O (7-chloro-3-(cyclopropylethynyl)-4,5-dihydro-5-methyl-6H-imidazo[1,5-a][1,4]benzodiazepin-6-one). RXN SMILES: [Cl:1][C:2]1[C:7]2[C:8](=[O:18])[N:9]([CH3:17])[CH2:10][C:11]3[N:12]([CH:13]=[N:14][C:15]=3I)[C:6]=2[CH:5]=[CH:4][CH:3]=1.[CH:19]1([C:22]#[CH:23])[CH2:21][CH2:20]1>C(NCC)C.C(Cl)CCl.Cl[Pd](Cl)([P](C1C=CC=CC=1)(C1C=CC=CC=1)C1C=CC=CC=1)[P](C1C=CC=CC=1)(C1C=CC=CC=1)C1C=CC=CC=1.[Cu]I>[Cl:1][C:2]1[C:7]2[C:8](=[O:18])[N:9]([CH3:17])[CH2:10][C:11]3[N:12]([CH:13]=[N:14][C:15]=3[C:23]#[C:22][CH:19]3[CH2:21][CH2:20]3)[C:6]=2[CH:5]=[CH:4][CH:3]=1 |^1:35,54|. Procedure: 3.37 g (10 mmol) of 7-chloro-4,5-dihydro-3-iodo-5-methyl-6H-imidazo[1,5-a][1,4]benzodiazepin-6-one was heated to 75° for 16 hours with 1.47 g of cyclopropylacetylene, 70 mg of bis-(triphenylphosphine)-palladium(II) dichloride and 20 mg of copper(I) iodide in 20 ml of diethylamine and 10 ml of ethylene chloride. By evaporation of the reaction mixture and chromatography of the residue on silica gel while eluting with ethyl acetate there was obtained a mixture of product and starting material. In o... Starting materials: C(C)(C)(C)OC([C@H]1N(C[C@@H](C1)CNC(S)=N)C(=O)OC(C)(C)C)=O ((4S)-1-(tert-Butyloxycarbonyl)-4-[(isothioureido)methyl]-L-proline tert-butyl ester), Cl (HCl). Run in O1CCOCC1 (dioxane). Yields the product Cl.Cl.N(C(S)=N)C[C@H]1C[C@H](NC1)C(=O)O ((4S)-4-[(Isothioureido)methyl]-L-Proline Dihydrochloride). RXN SMILES: C([O:5][C:6](=[O:24])[C@@H:7]1[CH2:11][C@@H:10]([CH2:12][NH:13][C:14](=[NH:16])[SH:15])[CH2:9][N:8]1C(OC(C)(C)C)=O)(C)(C)C.[ClH:25]>O1CCOCC1>[ClH:25].[ClH:25].[NH:13]([CH2:12][C@@H:10]1[CH2:9][NH:8][C@H:7]([C:6]([OH:24])=[O:5])[CH2:11]1)[C:14](=[NH:16])[SH:15] |f:3.4.5|. Reported procedure: (4S)-1-(tert-Butyloxycarbonyl)-4-[(isothioureido)methyl]-L-proline tert-butyl ester (25 mg, 0.070 mmol) was treated with 4N HCl in dioxane (1 mL) for 18 hours at room temperature. The reaction mixture was evaporated under diminished pressure, coevaporated several times with diethyl ether, several times with methanol, and finally ether. The product was dried under high vacuum to afford the title compound; yield 14 mg (73%). Mass spectrum: m/z 203 (M); 400 MHz 1H NMR (CD3OD): δ1.92 (m, 1H); 3.18 (...